Dataset: the Open Reaction Database (ORD), a public repository of structured organic reaction records. Task: describe an organic reaction: reactants, conditions, products, and yield Starting materials: C(=O)(O)C12CCC(CC1)(CC2)NCC(=O)N2[C@@H](C[C@@H](C2)F)C#N ((2S,4S)-1-[[N-(4-carboxybicyclo[2.2.2]oct-1-yl)amino]acetyl]-4-fluoropyrrolidine-2-carbonitrile), NC1=CC=C(C(=O)N)C=C1 (4-aminobenzamide). Product: C(N)(=O)C1=CC=C(C=C1)NC(=O)C12CCC(CC1)(CC2)NCC(=O)N2[C@@H](C[C@@H](C2)F)C#N ((2S,4S)-1-[[N-[4-[N-(4-carbamoylphenyl)amino]carbonylbicyclo[2.2.2]oct-1-yl]amino]acetyl]-4-fluoropyrrolidine-2-carbonitrile). Yield: 19.3%. Reaction SMILES: [C:1]([C:4]12[CH2:11][CH2:10][C:7]([NH:12][CH2:13][C:14]([N:16]3[CH2:20][C@@H:19]([F:21])[CH2:18][C@H:17]3[C:22]#[N:23])=[O:15])([CH2:8][CH2:9]1)[CH2:6][CH2:5]2)(O)=[O:2].[NH2:24][C:25]1[CH:33]=[CH:32][C:28]([C:29]([NH2:31])=[O:30])=[CH:27][CH:26]=1>>[C:29]([C:28]1[CH:32]=[CH:33][C:25]([NH:24][C:1]([C:4]23[CH2:9][CH2:8][C:7]([NH:12][CH2:13][C:14]([N:16]4[CH2:20][C@@H:19]([F:21])[CH2:18][C@H:17]4[C:22]#[N:23])=[O:15])([CH2:10][CH2:11]2)[CH2:6][CH2:5]3)=[O:2])=[CH:26][CH:27]=1)(=[O:30])[NH2:31]. Reported procedure: In a similar manner to Example 63, (2S,4S)-1-[[N-(4-carboxybicyclo[2.2.2]oct-1-yl)amino]acetyl]-4-fluoropyrrolidine-2-carbonitrile (50.0 mg) and 4-aminobenzamide (46.0 mg) were used to obtain (2S,4S)-1-[[N-[4-[N-(4-carbamoylphenyl)amino]carbonylbicyclo[2.2.2]oct-1-yl]amino]acetyl]-4-fluoropyrrolidine-2-carbonitrile (13.2 mg). Starting materials: C(C)(C)OC(CCCCCOC=1C(=CC2=C(N(C(=N2)C2=CC=CC=C2)C2=CC=CC=C2)C1)N)=O (6-[(5-Amino-1,2-diphenyl-1H-benzimidazol-6-yl)oxy]hexanoic acid isopropyl ester), CC=1C=C(C=CC1)S(=O)(=O)Cl (3-methylbenzenesulfonic acid chloride). Yields the product C(C)(C)OC(CCCCCOC=1C(=CC2=C(N(C(=N2)C2=CC=CC=C2)C2=CC=CC=C2)C1)NS(=O)(=O)C1=CC(=CC=C1)C)=O (6-[[1,2-Diphenyl-5-[[(3-methylphenyl)sulfonyl]amino]-1H-benzimidazol-6-yl]oxy]-hexanoic acid isopropyl ester). RXN SMILES: [CH:1]([O:4][C:5](=[O:34])[CH2:6][CH2:7][CH2:8][CH2:9][CH2:10][O:11][C:12]1[C:13]([NH2:33])=[CH:14][C:15]2[N:19]=[C:18]([C:20]3[CH:25]=[CH:24][CH:23]=[CH:22][CH:21]=3)[N:17]([C:26]3[CH:31]=[CH:30][CH:29]=[CH:28][CH:27]=3)[C:16]=2[CH:32]=1)([CH3:3])[CH3:2].[CH3:35][C:36]1[CH:37]=[C:38]([S:42](Cl)(=[O:44])=[O:43])[CH:39]=[CH:40][CH:41]=1>>[CH:1]([O:4][C:5](=[O:34])[CH2:6][CH2:7][CH2:8][CH2:9][CH2:10][O:11][C:12]1[C:13]([NH:33][S:42]([C:38]2[CH:39]=[CH:40][CH:41]=[C:36]([CH3:35])[CH:37]=2)(=[O:44])=[O:43])=[CH:14][C:15]2[N:19]=[C:18]([C:20]3[CH:21]=[CH:22][CH:23]=[CH:24][CH:25]=3)[N:17]([C:26]3[CH:27]=[CH:28][CH:29]=[CH:30][CH:31]=3)[C:16]=2[CH:32]=1)([CH3:3])[CH3:2]. Procedure: 6-[(5-Amino-1,2-diphenyl-1H-benzimidazol-6-yl)oxy]hexanoic acid isopropyl ester was reacted according to general operating instructions 13 with 3-methylbenzenesulfonic acid chloride. Starting materials: BrC1=C(CN2C(=NC3=C2C=C(C=C3)O)C3=CC(=C(C(=C3)OC)OC)OC)C=CC=C1 (1-(2-bromobenzyl)-2-(3,4,5-trimethoxyphenyl)-6-hydroxybenzimidazole), C(C)(C)N(C(C)C)CCCl (2-(N,N-diisopropylamino)ethyl chloride). The product is BrC1=C(CN2C(=NC3=C2C=C(C=C3)OCCN(C(C)C)C(C)C)C3=CC(=C(C(=C3)OC)OC)OC)C=CC=C1 (1-(2-bromobenzyl)-2-(3,4,5-trimethoxyphenyl)-6-[2-(N,N-diisopropylamino)ethoxy]benzimidazole). Reaction SMILES: [Br:1][C:2]1[CH:30]=[CH:29][CH:28]=[CH:27][C:3]=1[CH2:4][N:5]1[C:9]2[CH:10]=[C:11]([OH:14])[CH:12]=[CH:13][C:8]=2[N:7]=[C:6]1[C:15]1[CH:20]=[C:19]([O:21][CH3:22])[C:18]([O:23][CH3:24])=[C:17]([O:25][CH3:26])[CH:16]=1.[CH:31]([N:34]([CH2:38][CH2:39]Cl)[CH:35]([CH3:37])[CH3:36])([CH3:33])[CH3:32]>>[Br:1][C:2]1[CH:30]=[CH:29][CH:28]=[CH:27][C:3]=1[CH2:4][N:5]1[C:9]2[CH:10]=[C:11]([O:14][CH2:39][CH2:38][N:34]([CH:35]([CH3:37])[CH3:36])[CH:31]([CH3:33])[CH3:32])[CH:12]=[CH:13][C:8]=2[N:7]=[C:6]1[C:15]1[CH:16]=[C:17]([O:25][CH3:26])[C:18]([O:23][CH3:24])=[C:19]([O:21][CH3:22])[CH:20]=1. Procedure details: The title compound was prepared by reacting the compound of Example 114 with 2-(N,N-diisopropylamino)ethyl chloride essentially as previously described MS 595, 597. RXN SMILES: [OH:1][C:2]([CH3:14])([CH3:13])[C:3]([C:5]1[CH:10]=[CH:9][C:8]([S:11][CH3:12])=[CH:7][CH:6]=1)=[O:4].N1C=CC=CC=1.[F:21][C:22]1[CH:27]=[CH:26][C:25]([CH2:28][C:29](Cl)=[O:30])=[CH:24][CH:23]=1>C(Cl)Cl>[F:21][C:22]1[CH:27]=[CH:26][C:25]([CH2:28][C:29]([O:1][C:2]([CH3:14])([CH3:13])[C:3]([C:5]2[CH:10]=[CH:9][C:8]([S:11][CH3:12])=[CH:7][CH:6]=2)=[O:4])=[O:30])=[CH:24][CH:23]=1. The solvent is C(Cl)Cl (CH2Cl2). Reactants: OC(C(=O)C1=CC=C(C=C1)SC)(C)C (2-hydroxy-4'-(methylthio)isobutyrophenone), N1=CC=CC=C1 (pyridine), FC1=CC=C(C=C1)CC(=O)Cl (4-fluorophenylacetyl chloride). The product is FC1=CC=C(C=C1)CC(=O)OC(C(=O)C1=CC=C(C=C1)SC)(C)C (2-(4-Fluorophenylacetoxy)-4'-(methylthio)isobutyrophenone). Isolated yield 80.7%. Procedure: To a solution of 72 mg (0.34 mmol) 2-hydroxy-4'-(methylthio)isobutyrophenone in 1.7 mL of CH2Cl2 were added 0.2 mL of pyridine and 140 mg (0.81 mmol) of 4-fluorophenylacetyl chloride. The mixture was stirred at room temperature overnight and then quenched with NH4OAc buffer. The product was extracted with EtOAc, dried over MgSO4 and concentrated. The crude product was purified by flash chromatography eluting with 8:1 hexane/EtOAc to give 95 mg of the title product. Run at time 8 hour.